This data is from the Open Reaction Database (ORD), a public repository of structured organic reaction records. The task is: describe an organic reaction: reactants, conditions, products, and yield The reactants are CCN(CC(O)COC)c1ccccc1, C[N+]1([O-])CCOCC1, CCC[N+](CCC)(CCC)CCC, ClCCl, [Na+], O=C([O-])O, O=[Ru](=O)(=O)[O-]. Yields the product CCN(CC(=O)COC)c1ccccc1. As a reaction SMILES: [CH2:1]([CH3:2])[N:3]([CH2:4][CH:5]([CH2:6][O:7][CH3:8])[OH:9])[c:10]1[cH:11][cH:12][cH:13][cH:14][cH:15]1.[CH3:16][N+:17]1([O-:18])[CH2:19][CH2:20][O:21][CH2:22][CH2:23]1.[CH3:32][CH2:33][CH2:34][N+:35]([CH2:36][CH2:37][CH3:38])([CH2:39][CH2:40][CH3:41])[CH2:42][CH2:43][CH3:44].[Cl:24][CH2:25][Cl:26].[Na+:31].[O-:27][C:28]([OH:29])=[O:30].[O:45]=[Ru:46](=[O:47])([O-:48])=[O:49]>>[CH2:1]([CH3:2])[N:3]([CH2:4][C:5]([CH2:6][O:7][CH3:8])=[O:9])[c:10]1[cH:11][cH:12][cH:13][cH:14][cH:15]1. Starting materials: C(C1=CC=CC=C1)N1CC(CC2=CC=CC=C12)CO (1-benzyl-3(R,S)-hydroxymethyl-1,2,3,4-tetrahydroquinoline), C(C(=O)Cl)(=O)Cl (oxalyl chloride), CS(=O)C (dimethylsulfoxide). Run in C(C)N(CC)CC (triethylamine). Yields the product C(C1=CC=CC=C1)N1CC(CC2=CC=CC=C12)C=O (1-Benzyl-3(R,S)-formyl-1,2,3,4-tetrahydroquinoline). RXN SMILES: [CH2:1]([N:8]1[C:17]2[C:12](=[CH:13][CH:14]=[CH:15][CH:16]=2)[CH2:11][CH:10]([CH2:18][OH:19])[CH2:9]1)[C:2]1[CH:7]=[CH:6][CH:5]=[CH:4][CH:3]=1.C(Cl)(=O)C(Cl)=O.CS(C)=O>C(N(CC)CC)C>[CH2:1]([N:8]1[C:17]2[C:12](=[CH:13][CH:14]=[CH:15][CH:16]=2)[CH2:11][CH:10]([CH:18]=[O:19])[CH2:9]1)[C:2]1[CH:3]=[CH:4][CH:5]=[CH:6][CH:7]=1. Procedure details: 5.4 g of 1-benzyl-3(R,S)-hydroxymethyl-1,2,3,4-tetrahydroquinoline are reacted with 2.8 ml oxalyl chloride, 3.0 ml dimethylsulfoxide and 12 ml triethylamine analogously to Example 29b). Purification by means of FC is carried out over 500 g of silica gel (mobile phase D): Rf (D)=0.26; Rf (B)=0.41. Starting materials: BrC1=CN=C2N1N=C(C=C2)NCCCC ((3-bromo-imidazo[1,2-b]pyridazin-6-yl)-butyl-amine), CC1(OB(OC1(C)C)C1=CC=C(COC(NC(C)C)=O)C=C1)C (isopropyl-carbamic acid 4-(4,4,5,5-tetramethyl-[1,3,2]dioxaborolan-2-yl)-benzyl ester), C(=O)([O-])[O-].[K+].[K+] (K2CO3), ester. The reagents and catalysts are Cl[Pd]([P](C1=CC=CC=C1)(C2=CC=CC=C2)C3=CC=CC=C3)([P](C4=CC=CC=C4)(C5=CC=CC=C5)C6=CC=CC=C6)Cl (dichlorobis(triphenylphosphine)palladium(II)). The solvent is CC#N.O (MeCN water). Reaction conditions: temperature 140 celsius. The product is C(CCC)NC=1C=CC=2N(N1)C(=CN2)C2=CC=C(COC(NC(C)C)=O)C=C2 (Isopropyl-carbamic acid 4-(6-butylamino-imidazo[1,2-b]pyridazin-3-yl)-benzyl ester). The yield is 138.0%. RXN SMILES: Br[C:2]1[N:6]2[N:7]=[C:8]([NH:11][CH2:12][CH2:13][CH2:14][CH3:15])[CH:9]=[CH:10][C:5]2=[N:4][CH:3]=1.CC1(C)C(C)(C)OB([C:24]2[CH:37]=[CH:36][C:27]([CH2:28][O:29][C:30](=[O:35])[NH:31][CH:32]([CH3:34])[CH3:33])=[CH:26][CH:25]=2)O1.C([O-])([O-])=O.[K+].[K+]>CC#N.O.Cl[Pd](Cl)([P](C1C=CC=CC=1)(C1C=CC=CC=1)C1C=CC=CC=1)[P](C1C=CC=CC=1)(C1C=CC=CC=1)C1C=CC=CC=1>[CH2:12]([NH:11][C:8]1[CH:9]=[CH:10][C:5]2[N:6]([C:2]([C:24]3[CH:37]=[CH:36][C:27]([CH2:28][O:29][C:30](=[O:35])[NH:31][CH:32]([CH3:33])[CH3:34])=[CH:26][CH:25]=3)=[CH:3][N:4]=2)[N:7]=1)[CH2:13][CH2:14][CH3:15] |f:2.3.4,5.6,^1:51,70|. Reported procedure: A mixture of (3-bromo-imidazo[1,2-b]pyridazin-6-yl)-butyl-amine (50 mg, 0.19 mmol), isopropyl-carbamic acid 4-(4,4,5,5-tetramethyl-[1,3,2]dioxaborolan-2-yl)-benzyl ester (from part A, ˜0.5 mmol), K2CO3 (77 mg, 0.56 mmol) and dichlorobis(triphenylphosphine)palladium(II) (6.5 mg, 0.01 mmol) in MeCN/water (2 ml/0.5 ml) was heated in a microwave at 140° C. for 10 min. The reaction was repeated with another half of the bronic ester from Part A. The two reactions were combined for purification. The wa... As a reaction SMILES: [CH3:1][O:2][C:3](=[O:4])[c:5]1[cH:6][s:7][cH:8][c:9]1[S:10](=[O:11])(=[O:12])[OH:13].[S:14]([Cl:15])([Cl:16])=[O:17]>>[CH3:1][O:2][C:3](=[O:4])[c:5]1[cH:6][s:7][cH:8][c:9]1[S:10](=[O:11])(=[O:13])[Cl:16]. The reactants are COC(=O)c1cscc1S(=O)(=O)O, O=S(Cl)Cl. Product: COC(=O)c1cscc1S(=O)(=O)Cl. Starting materials: O (Water), C(C1=CC=CC=C1)(=O)NC=1C(=C(C(=O)OC)C=CC1)F (Methyl 3-benzamido-2-fluorobenzoate), C(C)I (ethyl iodide), [H-].[Na+] (Sodium hydride). The solvent is CN(C=O)C (N,N-dimethylformamide). Yields the product C(C)N(C(C1=CC=CC=C1)=O)C=1C(=C(C(=O)OC)C=CC1)F (methyl 3-(N-ethylbenzamido)-2-fluorobenzoate). The yield is 61.2%. Reaction SMILES: [C:1]([NH:9][C:10]1[C:11]([F:20])=[C:12]([CH:17]=[CH:18][CH:19]=1)[C:13]([O:15][CH3:16])=[O:14])(=[O:8])[C:2]1[CH:7]=[CH:6][CH:5]=[CH:4][CH:3]=1.[H-].[Na+].[CH2:23](I)[CH3:24].O>CN(C)C=O>[CH2:23]([N:9]([C:10]1[C:11]([F:20])=[C:12]([CH:17]=[CH:18][CH:19]=1)[C:13]([O:15][CH3:16])=[O:14])[C:1](=[O:8])[C:2]1[CH:3]=[CH:4][CH:5]=[CH:6][CH:7]=1)[CH3:24] |f:1.2|. Reported procedure: Methyl 3-benzamido-2-fluorobenzoate (3.10 g, 11.0 mmol) was dissolved in N,N-dimethylformamide (30 ml), and the solution was cooled. 60% Sodium hydride (0.53 g, 13.2 mmol) was added thereto, and the reaction mixture was agitated without heating or cooling. 10 minutes later, ethyl iodide (2.05 g, 13.0 mmol) was added to the mixture, and the mixture was agitated overnight at room temperature. Water was added dropwise to the reaction mixture, and the reaction mixture was extracted with ethyl acetat... Starting materials: CN(C)C=O, ClCCl, CC1CN(c2ccc3nc(N)c(C#N)c(NCc4ccccc4)c3c2)CC(C)O1, Cc1ccc(S(=O)(=O)ON)cc1. Product: CC1CN(c2ccc3c(c2)c(NCc2ccccc2)c(C#N)c(N)[n+]3N)CC(C)O1, Cc1ccc(S(=O)(=O)[O-])cc1. RXN SMILES: [CH3:42][N:43]([CH3:44])[CH:45]=[O:46].[Cl:47][CH2:48][Cl:49].[NH2:1][c:2]1[n:3][c:4]2[cH:5][cH:6][c:7]([N:22]3[CH2:23][CH:24]([CH3:29])[O:25][CH:26]([CH3:28])[CH2:27]3)[cH:8][c:9]2[c:10]([NH:14][CH2:15][c:16]2[cH:17][cH:18][cH:19][cH:20][cH:21]2)[c:11]1[C:12]#[N:13].[S:30](=[O:31])(=[O:32])([c:33]1[cH:34][cH:35][c:36]([CH3:37])[cH:38][cH:39]1)[O:40][NH2:41]>>[NH2:1][c:2]1[n+:3]([NH2:41])[c:4]2[cH:5][cH:6][c:7]([N:22]3[CH2:23][CH:24]([CH3:29])[O:25][CH:26]([CH3:28])[CH2:27]3)[cH:8][c:9]2[c:10]([NH:14][CH2:15][c:16]2[cH:17][cH:18][cH:19][cH:20][cH:21]2)[c:11]1[C:12]#[N:13].[S:30](=[O:31])(=[O:32])([c:33]1[cH:34][cH:35][c:36]([CH3:37])[cH:38][cH:39]1)[O-:40]. The reactants are COC(C[C@@H]1COC2=C1C=CC(=C2)O[C@@H]2CCC1=C(C=CC(=C21)F)C=2C(=NC=CC2)F)=O ({(S)-6-[(R)-7-fluoro-4-(2-fluoro-pyridin-3-yl)-indan-1-yloxy]-2,3-dihydro-benzofuran-3-yl}-acetic acid methyl ester), O1CCNCCC1 ([1,4]oxazepane). Product: FC=1C=CC(=C2CC[C@H](C12)OC1=CC2=C([C@@H](CO2)CC(=O)O)C=C1)C=1C(=NC=CC1)N1CCOCCC1 ({(S)-6-[(R)-7-Fluoro-4-(2-[1,4]oxazepan-4-yl-pyridin-3-yl)-indan-1-yloxy]-2,3-dihydro-benzofuran-3-yl}-acetic acid). As a reaction SMILES: C[O:2][C:3](=[O:32])[CH2:4][C@H:5]1[C:9]2[CH:10]=[CH:11][C:12]([O:14][C@H:15]3[C:23]4[C:18](=[C:19]([C:25]5[C:26](F)=[N:27][CH:28]=[CH:29][CH:30]=5)[CH:20]=[CH:21][C:22]=4[F:24])[CH2:17][CH2:16]3)=[CH:13][C:8]=2[O:7][CH2:6]1.[O:33]1[CH2:39][CH2:38][CH2:37][NH:36][CH2:35][CH2:34]1>>[F:24][C:22]1[CH:21]=[CH:20][C:19]([C:25]2[C:26]([N:36]3[CH2:37][CH2:38][CH2:39][O:33][CH2:34][CH2:35]3)=[N:27][CH:28]=[CH:29][CH:30]=2)=[C:18]2[C:23]=1[C@H:15]([O:14][C:12]1[CH:11]=[CH:10][C:9]3[C@H:5]([CH2:4][C:3]([OH:2])=[O:32])[CH2:6][O:7][C:8]=3[CH:13]=1)[CH2:16][CH2:17]2. Procedure details: The title compound is prepared from {(S)-6-[(R)-7-fluoro-4-(2-fluoro-pyridin-3-yl)-indan-1-yloxy]-2,3-dihydro-benzofuran-3-yl}-acetic acid methyl ester and [1,4]oxazepane following a procedure analogous to that described for Example 128. LC (method 9): tR=0.87 min; Mass spectrum (ESI+): m/z=505 [M+H]+. The reactants are CC(=O)N1CCNCC1, O=C(O)c1cc2c(N3CCOCC3)nc(-c3cccc4[nH]ncc34)nc2s1. Product: CC(=O)N1CCN(C(=O)c2cc3c(N4CCOCC4)nc(-c4cccc5[nH]ncc45)nc3s2)CC1. Reaction SMILES: [C:28]([CH3:29])(=[O:30])[N:31]1[CH2:32][CH2:33][NH:34][CH2:35][CH2:36]1.[nH:1]1[n:2][cH:3][c:4]2[c:5](-[c:10]3[n:11][c:12]([N:22]4[CH2:23][CH2:24][O:25][CH2:26][CH2:27]4)[c:13]4[c:14]([n:15]3)[s:16][c:17]([C:19](=[O:20])[OH:21])[cH:18]4)[cH:6][cH:7][cH:8][c:9]12>>[nH:1]1[n:2][cH:3][c:4]2[c:5](-[c:10]3[n:11][c:12]([N:22]4[CH2:23][CH2:24][O:25][CH2:26][CH2:27]4)[c:13]4[c:14]([n:15]3)[s:16][c:17]([C:19](=[O:21])[N:34]3[CH2:33][CH2:32][N:31]([C:28]([CH3:29])=[O:30])[CH2:36][CH2:35]3)[cH:18]4)[cH:6][cH:7][cH:8][c:9]12. Reactants: [Si](C)(C)(C(C)(C)C)OCCN(C(=O)C1=NC(=NC(=C1OCC1=CC=CC=C1)O)CC1(CCCC1)C1=CC=C(C=C1)Cl)C1CCOCC1 (5-benzyloxy-2-[1-(4-chlorophenyl)-cyclopentylmethyl]-6-hydroxypyrimidine-4-carboxylic acid [2-(tert-butyl-dimethylsilanyloxy)-ethyl]-(tetrahydro-pyran-4-yl)-amide), Cl (HCl), C(=O)(O)[O-].[Na+] (NaHCO3), C(C)(=O)OCC (ethyl acetate). Run in O1CCCC1 (tetrahydrofuran), CCCCCC (hexane). Run at time 30 minute. The product is OCCN(C(=O)C1=NC(=NC(=C1OCC1=CC=CC=C1)O)CC1(CCCC1)C1=CC=C(C=C1)Cl)C1CCOCC1 (5-benzyloxy-2-[1-(4-chlorophenyl)-cyclopentylmethyl]-6-hydroxypyrimidine-4-carboxylic acid (2-hydroxyethyl)-(tetrahydro-pyran-4-yl)-amide). RXN SMILES: [Si]([O:8][CH2:9][CH2:10][N:11]([CH:42]1[CH2:47][CH2:46][O:45][CH2:44][CH2:43]1)[C:12]([C:14]1[C:19]([O:20][CH2:21][C:22]2[CH:27]=[CH:26][CH:25]=[CH:24][CH:23]=2)=[C:18]([OH:28])[N:17]=[C:16]([CH2:29][C:30]2([C:35]3[CH:40]=[CH:39][C:38]([Cl:41])=[CH:37][CH:36]=3)[CH2:34][CH2:33][CH2:32][CH2:31]2)[N:15]=1)=[O:13])(C(C)(C)C)(C)C.Cl.C(OCC)(=O)C.C([O-])(O)=O.[Na+]>O1CCCC1.CCCCCC>[OH:8][CH2:9][CH2:10][N:11]([CH:42]1[CH2:43][CH2:44][O:45][CH2:46][CH2:47]1)[C:12]([C:14]1[C:19]([O:20][CH2:21][C:22]2[CH:23]=[CH:24][CH:25]=[CH:26][CH:27]=2)=[C:18]([OH:28])[N:17]=[C:16]([CH2:29][C:30]2([C:35]3[CH:40]=[CH:39][C:38]([Cl:41])=[CH:37][CH:36]=3)[CH2:31][CH2:32][CH2:33][CH2:34]2)[N:15]=1)=[O:13] |f:3.4|. Procedure details: To a stirred solution of 5-benzyloxy-2-[1-(4-chlorophenyl)-cyclopentylmethyl]-6-hydroxypyrimidine-4-carboxylic acid [2-(tert-butyl-dimethylsilanyloxy)-ethyl]-(tetrahydro-pyran-4-yl)-amide (333) in tetrahydrofuran (3 ml) was added 1N HCl (1 ml) at room temperature and the reaction mixture was stirred for 30 min at room temperature while silica thin layer chromatography was performed (ethyl acetate:hexane=3:2, Rf=0.4). After completion of the reaction, solid NaHCO3 was added and the mixture basifi... Reactants: C(C)(C)N(CC)C(C)C (IPEA), C1COC(=O)N1P(=O)(N2CCOC2=O)Cl (BOPCl), C(=O)(O)C(CCCCl)C1CCN(CC1)C(=O)OC(C)(C)C (tert-butyl 4-(1-carboxy-4-chlorobutan-1-yl)piperidine-1-carboxylate), C(NN)(=O)OCC1=CC=CC=C1 (benzyl carbazate). The solvent is O (water), C(C)(=O)OCC (Ethyl acetate), C(Cl)Cl (methylene chloride). Yields the product C(C1=CC=CC=C1)OC(=O)NNC(=O)C(CCCCl)C1CCN(CC1)C(=O)OC(C)(C)C (tert-butyl 4-[1-(N′-benzyloxycarbonyl-hydrazinocarbonyl)-4-chlorobutan-1-yl]piperidine-1-carboxylate). As a reaction SMILES: C(N(C(C)C)CC)(C)C.C1N(P(Cl)(N2C(=O)OCC2)=O)C(=O)OC1.[C:25]([CH:28]([CH:33]1[CH2:38][CH2:37][N:36]([C:39]([O:41][C:42]([CH3:45])([CH3:44])[CH3:43])=[O:40])[CH2:35][CH2:34]1)[CH2:29][CH2:30][CH2:31][Cl:32])([OH:27])=O.[C:46]([O:50][CH2:51][C:52]1[CH:57]=[CH:56][CH:55]=[CH:54][CH:53]=1)(=[O:49])[NH:47][NH2:48]>C(Cl)Cl.O.C(OCC)(=O)C>[CH2:51]([O:50][C:46]([NH:47][NH:48][C:25]([CH:28]([CH:33]1[CH2:38][CH2:37][N:36]([C:39]([O:41][C:42]([CH3:45])([CH3:44])[CH3:43])=[O:40])[CH2:35][CH2:34]1)[CH2:29][CH2:30][CH2:31][Cl:32])=[O:27])=[O:49])[C:52]1[CH:57]=[CH:56][CH:55]=[CH:54][CH:53]=1. Reported procedure: IPEA (2.0 ml) and BOPCl (1.55 g) were added to a solution of the crude tert-butyl 4-(1-carboxy-4-chlorobutan-1-yl)piperidine-1-carboxylate (1.25 g) and benzyl carbazate (CAS No. 5331-43-1, 883 mg) in methylene chloride (15 ml), and the reaction solution was stirred at room temperature overnight. Ethyl acetate and water were added to the reaction solution, and the organic layer was separated. The organic layer was sequentially washed with 1 N hydrochloric acid, water, a saturated sodium bicarbona...